Task: describe an organic reaction: reactants, conditions, products, and yield. Dataset: the Open Reaction Database (ORD), a public repository of structured organic reaction records Reactants: CCCCN1CCCCC1C(=O)NC=2C(=CC=CC2C)C (bupivacaine), CCCCN1CCCCC1C(=O)NC=2C(=CC=CC2C)C (bupivacaine), CCCCN1CCCCC1C(=O)NC=2C(=CC=CC2C)C (bupivacaine), CNC[C@@H](C=1C=CC(=C(C1)O)O)O (epinephrine). The product is C[C@@H]([C@@H](C=1C=CC=CC1)O)NC (Ephedrine). As a reaction SMILES: [CH3:1]CCCN1C(C(NC2C(C)=CC=CC=2C)=O)CCCC1.[CH3:22][NH:23][CH2:24][C@H:25]([OH:34])[C:26]1[CH:27]=[CH:28][C:29](O)=[C:30](O)[CH:31]=1>>[CH3:1][C@H:24]([NH:23][CH3:22])[C@H:25]([OH:34])[C:26]1[CH:27]=[CH:28][CH:29]=[CH:30][CH:31]=1. Procedure: Microspheres containing bupivacaine loaded to about 75 percent by weight with bupivacaine are prepared, in a percent loading of about 0.05 percent, by weight, using the methods described in EXAMPLES 1-3 or EXAMPLES 4-9, above. In addition, microspheres containing added epinephrine, in a percent loadings of 0.001 percent, 0.05 percent and 1 percent, without bupivacaine, are also prepared according to EXAMPLES 1-3 or EXAMPLES 4-9, above. Reactants: C1(CC1)[B-](F)(F)F.[K+] (potassium cyclopropyltrifluoroborate), C12(CC3CC(CC(C1)C3)C2)P(CCCC)C23CC1CC(CC(C2)C1)C3 (bis(adamantan-1-yl)(butyl)phosphine), C1(CC1)[B-](F)(F)F.[K+] (potassium cyclopropyltrifluoroborate), C12(CC3CC(CC(C1)C3)C2)P(CCCC)C23CC1CC(CC(C2)C1)C3 (bis(adamantan-1-yl)(butyl)phosphine), C(=O)([O-])[O-].[Cs+].[Cs+] (Cs2CO3), C1(CC1)[B-](F)(F)F.[K+] (potassium cyclopropyltrifluoroborate), IC=1C=2N(C=CC1Cl)C(=NN2)CC2CC2 (8-Iodo-3-cyclopropylmethyl-7-chloro[1,2,4]triazolo[4,3-a]pyridine). The reagents and catalysts are C(C)(=O)[O-].[Pd+2].C(C)(=O)[O-] (palladium(II) acetate), C(C)(=O)[O-].[Pd+2].C(C)(=O)[O-] (palladium(II) acetate). The solvent is CCOC(=O)C (EtOAc), C1(=CC=CC=C1)C (toluene). Reaction conditions: temperature 100 celsius. Yields the product C1(CC1)C=1C=2N(C=CC1Cl)C(=NN2)CC2CC2 (8-Cyclopropyl-3-cyclopropylmethyl-7-chloro[1,2,4]triazolo[4,3-a]pyridine). As a reaction SMILES: I[C:2]1[C:3]2[N:4]([C:9]([CH2:12][CH:13]3[CH2:15][CH2:14]3)=[N:10][N:11]=2)[CH:5]=[CH:6][C:7]=1[Cl:8].[CH:16]1([B-](F)(F)F)[CH2:18][CH2:17]1.[K+].C12(P(C34CC5CC(CC(C5)C3)C4)CCCC)CC3CC(CC(C3)C1)C2.C([O-])([O-])=O.[Cs+].[Cs+]>C1(C)C=CC=CC=1.CCOC(C)=O.C([O-])(=O)C.[Pd+2].C([O-])(=O)C>[CH:16]1([C:2]2[C:3]3[N:4]([C:9]([CH2:12][CH:13]4[CH2:15][CH2:14]4)=[N:10][N:11]=3)[CH:5]=[CH:6][C:7]=2[Cl:8])[CH2:18][CH2:17]1 |f:1.2,4.5.6,9.10.11|. Procedure: To a mixture of D70 (0.6 g, 1.8 mmol) in toluene (14 ml) under a nitrogen atmosphere were added potassium cyclopropyltrifluoroborate (0.799 g, 5.4 mmol), bis(adamantan-1-yl)(butyl)phosphine (0.019 g, 0.054 mmol), palladium(II) acetate (8.15 mg, 0.036 mmol) and Cs2CO3 (1.758 g, 5.4 mmol). The reaction mixture was heated at 100° C. overnight. After cooling, additional potassium cyclopropyltrifluoroborate (0.7 g, 4.71 mmol), bis(adamantan-1-yl)(butyl)phosphine (0.019 g, 0.054 mmol) and palladium(II... Starting materials: ClC1=NC=C(C=C1)CC1C(NCC1)=C[N+](=O)[O-] (3-(2-chloropyrid-5-yl-methyl)-2-nitromethylidene-pyrrolidine), C(C)I (ethyl iodide), C([O-])([O-])=O.[K+].[K+] (potassium carbonate). The solvent is CN(C=O)C (dimethylformamide). Conditions: time 18 hour. Yields the product ClC1=NC=C(C=C1)CC1C(N(CC1)CC)=C[N+](=O)[O-] (3-(2-Chloropyrid-5-yl-methyl)-1-ethyl-2-nitromethylidene-pyrrolidine). As a reaction SMILES: [Cl:1][C:2]1[CH:7]=[CH:6][C:5]([CH2:8][CH:9]2[CH2:13][CH2:12][NH:11][C:10]2=[CH:14][N+:15]([O-:17])=[O:16])=[CH:4][N:3]=1.[CH2:18](I)[CH3:19].C(=O)([O-])[O-].[K+].[K+]>CN(C)C=O>[Cl:1][C:2]1[CH:7]=[CH:6][C:5]([CH2:8][CH:9]2[CH2:13][CH2:12][N:11]([CH2:18][CH3:19])[C:10]2=[CH:14][N+:15]([O-:17])=[O:16])=[CH:4][N:3]=1 |f:2.3.4|. Procedure details: A mixture of 0.5 g of 3-(2-chloropyrid-5-yl-methyl)-2-nitromethylidene-pyrrolidine, 0.3 g of ethyl iodide and 0.27 g of potassium carbonate in 3 ml of dimethylformamide is stirred at room temperature for 18 hours. The reaction mixture is poured onto water and extracted with diethyl ether. The ether phase is dried over magnesium sulfate and concentrated by evaporation in vacuo. The residue is chromatographed on silica gel with ethyl acetate/hexane (2:1). The title compound having a melting point ... The yield is 83.3%. Procedure details: A mixture of 7.1 g of 2-acetoxyethyl-1,1-ethylenedioxy-2-n-pentyl-cyclopentane, 14.5 g of acetone and 0.0475 g of paratoluenesulphonic acid is brought to reflux during 1 hour. There is added thereto 0.08 mole of triethanolamine and the mixture is concentrated under reduced pressure on a water-bath. The residue is dissolved in 50 ml of benzene and washed with water until neutral. The distilled benzene solution yields 7 g of crude product which are rectified. There are obtained 5 g of 3-acetoxyeth... Starting materials: C(C)(=O)OCCC1(C2(CCC1)OCCO2)CCCCC (2-acetoxyethyl-1,1-ethylenedioxy-2-n-pentyl-cyclopentane), CC(=O)C (acetone), N(CCO)(CCO)CCO (triethanolamine). Reaction SMILES: C(OCC[C:7]1([CH2:16][CH2:17][CH2:18][CH2:19][CH3:20])[CH2:11][CH2:10][CH2:9][C:8]21[O:15]CCO2)(=O)C.C[C:22]([CH3:24])=[O:23].N(CCO)(CCO)[CH2:26][CH2:27][OH:28]>C1C=CC=CC=1.C1(C)C=CC(S(O)(=O)=O)=CC=1>[C:27]([O:23][CH2:22][CH2:24][CH:11]1[CH2:10][CH2:9][C:8](=[O:15])[CH:7]1[CH2:16][CH2:17][CH2:18][CH2:19][CH3:20])(=[O:28])[CH3:26]. Solvent: C1=CC=CC=C1 (benzene). Yields the product C(C)(=O)OCCC1C(C(CC1)=O)CCCCC (3-acetoxyethyl-2-n-pentyl-1-cyclopentanone). The reagents and catalysts are C1(=CC=C(C=C1)S(=O)(=O)O)C (paratoluenesulphonic acid).